From a dataset of the Open Reaction Database (ORD), a public repository of structured organic reaction records. describe an organic reaction: reactants, conditions, products, and yield The reactants are C(C)(=O)OC(C)=O (acetic anhydride), OS(=O)(=O)O (H2SO4), powder, II (Iodine), ClC1=C(C=CC=C1)[N+](=O)[O-] (2-chloro-nitrobenzene), [O-]S(=O)[O-].[Na+].[Na+] (Na2SO3). Run in C(C)(=O)O (acetic acid). Run at temperature 64 celsius. Product: ClC1=C(C=C(C=C1)I)[N+](=O)[O-] (2-chloro-5-iodonitrobenzene). The yield is 62.0%. RXN SMILES: C(OC(=O)C)(=O)C.[I:8]I.OS(O)(=O)=O.[Cl:15][C:16]1[CH:21]=[CH:20][CH:19]=[CH:18][C:17]=1[N+:22]([O-:24])=[O:23].[O-]S([O-])=O.[Na+].[Na+]>C(O)(=O)C>[Cl:15][C:16]1[CH:21]=[CH:20][C:19]([I:8])=[CH:18][C:17]=1[N+:22]([O-:24])=[O:23] |f:4.5.6|. Procedure: To a jacketed reactor, acetic acid (450 mL) and acetic anhydride (225 mL) is charged at 10° C. Then, to the above mixture, NalO4 powder (97.2 g) and Iodine (77.2 g) is added under stirring. While keep internal temperature at below 30° C., conc. H2SO4 (720 mL) is added dropwise. Then, 2-chloro-nitrobenzene (Rt=11.11 min) is added in one portion, and heat the mixture gradually to 64° C. The resulting mixture continues to be stirred for usually at least 2 hours until process monitor shows almost co... Starting materials: BrC=1C(=NC(=NC1)SC)[C@@H](CC1=CC(=CC(=C1)F)F)NC(CN1N=C(C=2CCCCC12)C(F)(F)F)=O ((R)—N-(1-(5-bromo-2-(methylthio)pyrimidin-4-yl)-2-(3,5-difluorophenyl)ethyl)-2-(3-(trifluoromethyl)-4,5,6,7-tetrahydro-1H-indazol-1-yl)acetamide), ClC=1C=C(C(=O)OO)C=CC1 (mCPBA), O (water). The solvent is ClCCl (dichloromethane). Reaction conditions: time 4 hour. Product: BrC=1C(=NC(=NC1)S(=O)(=O)C)[C@@H](CC1=CC(=CC(=C1)F)F)NC(CN1N=C(C=2CCCCC12)C(F)(F)F)=O ((R)—N-(1-(5-bromo-2-(methylsulfonyl)pyrimidin-4-yl)-2-(3,5-difluorophenyl)ethyl)-2-(3-(trifluoromethyl)-4,5,6,7-tetrahydro-1H-indazol-1-yl)acetamide). Reaction SMILES: [Br:1][C:2]1[C:3]([C@H:10]([NH:20][C:21](=[O:36])[CH2:22][N:23]2[C:31]3[CH2:30][CH2:29][CH2:28][CH2:27][C:26]=3[C:25]([C:32]([F:35])([F:34])[F:33])=[N:24]2)[CH2:11][C:12]2[CH:17]=[C:16]([F:18])[CH:15]=[C:14]([F:19])[CH:13]=2)=[N:4][C:5]([S:8][CH3:9])=[N:6][CH:7]=1.ClC1C=C(C=CC=1)C(OO)=[O:42].[OH2:48]>ClCCl>[Br:1][C:2]1[C:3]([C@H:10]([NH:20][C:21](=[O:36])[CH2:22][N:23]2[C:31]3[CH2:30][CH2:29][CH2:28][CH2:27][C:26]=3[C:25]([C:32]([F:35])([F:34])[F:33])=[N:24]2)[CH2:11][C:12]2[CH:17]=[C:16]([F:18])[CH:15]=[C:14]([F:19])[CH:13]=2)=[N:4][C:5]([S:8]([CH3:9])(=[O:42])=[O:48])=[N:6][CH:7]=1. Reported procedure: Compound 11G (198 mg, 0.33 mmol) was charged in dichloromethane (2 ml) at 0° C. mCPBA (meta-chloroperoxybenzoic acid) (185 mg, 0.8 mmol, content 77 percent; 2.5 eq.) was added a little at a time. The mixture was slowly warmed to room temperature and stirred for 4 h and then water was added. The reaction mixture was partitioned between dichloromethane and saturated NaHCO3 aqueous solution. The organic layer was separated and concentrated to afford the title product. MS (m/z) 622.98 [M+H]+. Starting materials: FC(C(C)(C)O)(CC[C@@H](C)[C@H]1CC[C@H]2[C@@H]3CC=C4C[C@H](C[C@@H]([C@]4(C)[C@H]3CC[C@]12C)O)O)F ([1α,3β]-24,24-difluorocholest-5-en-1,3,25-triol), C(C)(=O)OC(C)=O (acetic anhydride). The reagents and catalysts are CN(C1=CC=NC=C1)C (4-dimethylaminopyridine). Run in N1=CC=CC=C1 (pyridine). The product is C(C)(=O)O[C@H]1C[C@@H](CC2=CC[C@H]3[C@@H]4CC[C@H]([C@@H](CCC(C(C)(C)OC(C)=O)(F)F)C)[C@]4(CC[C@@H]3[C@@]12C)C)OC(C)=O ([1α,3β]-24,24-difluorocholest-5-en-1,3,25-triol 1,3,25-triacetate). Reaction SMILES: [F:1][C:2]([F:32])([CH2:7][CH2:8][C@H:9]([C@@H:11]1[C@:28]2([CH3:29])[C@H:14]([C@H:15]3[C@H:25]([CH2:26][CH2:27]2)[C@:23]2([CH3:24])[C:18]([CH2:19][C@@H:20]([OH:31])[CH2:21][C@@H:22]2[OH:30])=[CH:17][CH2:16]3)[CH2:13][CH2:12]1)[CH3:10])[C:3]([OH:6])([CH3:5])[CH3:4].C(O[C:37](=[O:39])[CH3:38])(=O)C>N1C=CC=CC=1.CN(C)C1C=CN=CC=1>[C:3]([O:30][C@@H:22]1[C@@:23]2([CH3:24])[C:18](=[CH:17][CH2:16][C@@H:15]3[C@@H:25]2[CH2:26][CH2:27][C@@:28]2([CH3:29])[C@H:14]3[CH2:13][CH2:12][C@@H:11]2[C@H:9]([CH3:10])[CH2:8][CH2:7][C:2]([F:32])([F:1])[C:3]([O:6][C:22](=[O:30])[CH3:21])([CH3:4])[CH3:5])[CH2:19][C@@H:20]([O:31][C:37](=[O:39])[CH3:38])[CH2:21]1)(=[O:6])[CH3:2]. Reported procedure: When a mixture of [1α,3β]-24,24-difluorocholest-5-en-1,3,25-triol in pyridine is reacted with acetic anhydride and a catalytic amount of 4-dimethylaminopyridine, [1α,3β]-24,24-difluorocholest-5-en-1,3,25-triol 1,3,25-triacetate can be obtained. Starting materials: O (water), C(CO)Br (ethylene bromohydrin), C([O-])([O-])=O.[K+].[K+] (potassium carbonate), CC=1C(=NC=CC1SCCN)CSC1=NC2=C(N1)C=CC=C2 (2-((3-Methyl-4-(2-aminoethylthio)-2-pyridyl)methylthio)-1H-benzimidazole), CN(C=O)C (dimethylformamide). Reaction conditions: time 3 hour. The product is CC=1C(=NC=CC1SCCN(CCO)CCO)CSC1=NC2=C(N1)C=CC=C2 (2-((3-methyl-4-(2-(N,N-bis(2-hydroxyethyl)amino)ethylthio)-2-pyridyl)methylthio)-1H-benzimidazole). As a reaction SMILES: [CH3:1][C:2]1[C:3]([CH2:12][S:13][C:14]2[NH:18][C:17]3[CH:19]=[CH:20][CH:21]=[CH:22][C:16]=3[N:15]=2)=[N:4][CH:5]=[CH:6][C:7]=1[S:8][CH2:9][CH2:10][NH2:11].[CH2:23](Br)[CH2:24][OH:25].[C:27](=[O:30])([O-])[O-].[K+].[K+].O.[CH3:34]N(C)C=O>>[CH3:1][C:2]1[C:3]([CH2:12][S:13][C:14]2[NH:15][C:16]3[CH:22]=[CH:21][CH:20]=[CH:19][C:17]=3[N:18]=2)=[N:4][CH:5]=[CH:6][C:7]=1[S:8][CH2:9][CH2:10][N:11]([CH2:34][CH2:27][OH:30])[CH2:23][CH2:24][OH:25] |f:2.3.4|. Procedure details: 2-((3-Methyl-4-(2-aminoethylthio)-2-pyridyl)methylthio)-1H-benzimidazole (2.0 g) was dissolved in dimethylformamide (20 ml) and thereto were added ethylene bromohydrin (1.59 g) and potassium carbonate (2.1 g). The mixture was stirred at 70°-80° C. for 3 hours. The reaction mixture was poured into water and extracted with ethyl acetate. The extract was washed with water, dried over anhydrous magnesium sulfate and the solvent was distilled away under reduced pressure. The residue was subjected to ...